describe an organic reaction: reactants, conditions, products, and yield From a dataset of the Open Reaction Database (ORD), a public repository of structured organic reaction records. Reactants: CC(C)(C)C(=O)NC1=NN(C(=O)C(C)(C)C)C(CNS(=O)(=O)CCl)(c2ccccc2)S1, [Na+], CN(C)C=O, O, O=C([O-])O, CC(C)(C)OC(=O)NCCS. The product is C[SH](CCNC(=O)OC(C)(C)C)S(=O)(=O)NCC1(c2ccccc2)SC(NC(=O)C(C)(C)C)=NN1C(=O)C(C)(C)C. As a reaction SMILES: [Cl:1][CH2:2][S:3](=[O:4])(=[O:5])[NH:6][CH2:7][C:8]1([c:26]2[cH:27][cH:28][cH:29][cH:30][cH:31]2)[N:9]([C:20]([C:21]([CH3:22])([CH3:23])[CH3:24])=[O:25])[N:10]=[C:11]([NH:13][C:14]([C:15]([CH3:16])([CH3:17])[CH3:18])=[O:19])[S:12]1.[Na+:43].[O:49]=[CH:50][N:51]([CH3:52])[CH3:53].[OH2:48].[OH:44][C:45](=[O:46])[O-:47].[SH:32][CH2:33][CH2:34][NH:35][C:36]([O:37][C:38]([CH3:39])([CH3:40])[CH3:41])=[O:42]>>[S:3](=[O:4])(=[O:5])([NH:6][CH2:7][C:8]1([c:26]2[cH:27][cH:28][cH:29][cH:30][cH:31]2)[N:9]([C:20]([C:21]([CH3:22])([CH3:23])[CH3:24])=[O:25])[N:10]=[C:11]([NH:13][C:14]([C:15]([CH3:16])([CH3:17])[CH3:18])=[O:19])[S:12]1)[SH:32]([CH2:33][CH2:34][NH:35][C:36]([O:37][C:38]([CH3:39])([CH3:40])[CH3:41])=[O:42])[CH3:45].